Dataset: the Open Reaction Database (ORD), a public repository of structured organic reaction records. Task: describe an organic reaction: reactants, conditions, products, and yield The reactants are O=C([O-])[O-], CN(C)C=O, CC(C)CS(=O)(=O)[O-], [Cs+], [Cs+], CC(C)N1CCC(Oc2ccc3[nH]c(C(=O)N4CCS(=O)(=O)CC4)cc3c2)CC1. Product: CC(C)N1CCC(Oc2ccc3c(c2)cc(C(=O)N2CCS(=O)(=O)CC2)n3C(C)C)CC1. RXN SMILES: [C:38](=[O:39])([O-:40])[O-:41].[CH3:44][N:45]([CH3:46])[CH:47]=[O:48].[CH:30]([CH3:31])([CH3:32])[CH2:33][S:34]([O-:35])(=[O:36])=[O:37].[Cs+:42].[Cs+:43].[O:1]=[S:2]1(=[O:29])[CH2:3][CH2:4][N:5]([C:8](=[O:9])[c:10]2[nH:11][c:12]3[cH:13][cH:14][c:15]([O:19][CH:20]4[CH2:21][CH2:22][N:23]([CH:26]([CH3:27])[CH3:28])[CH2:24][CH2:25]4)[cH:16][c:17]3[cH:18]2)[CH2:6][CH2:7]1>>[O:1]=[S:2]1(=[O:29])[CH2:3][CH2:4][N:5]([C:8](=[O:9])[c:10]2[n:11]([CH:30]([CH3:31])[CH3:32])[c:12]3[cH:13][cH:14][c:15]([O:19][CH:20]4[CH2:21][CH2:22][N:23]([CH:26]([CH3:27])[CH3:28])[CH2:24][CH2:25]4)[cH:16][c:17]3[cH:18]2)[CH2:6][CH2:7]1.